This data is from the Open Reaction Database (ORD), a public repository of structured organic reaction records. The task is: describe an organic reaction: reactants, conditions, products, and yield The reactants are C(C(=C)C)(=O)OCC1CO1.C=CC1=CC=CC=C1 (glycidyl methacrylate styrene), C=CC1=CC=CC=C1 (styrene). Product: C=CC1=CC=CC=C1 (styrene), C(C(=C)C)(=O)OCC1CO1 (glycidyl methacrylate). As a reaction SMILES: [C:1]([O:6][CH2:7][CH:8]1[O:10][CH2:9]1)(=[O:5])[C:2]([CH3:4])=[CH2:3].[CH2:11]=[CH:12][C:13]1[CH:18]=[CH:17][CH:16]=[CH:15][CH:14]=1.C=CC1C=CC=CC=1>>[CH2:11]=[CH:12][C:13]1[CH:18]=[CH:17][CH:16]=[CH:15][CH:14]=1.[C:1]([O:6][CH2:7][CH:8]1[O:10][CH2:9]1)(=[O:5])[C:2]([CH3:4])=[CH2:3] |f:0.1|. Procedure: A glycidyl methacrylate-styrene copolymer containing 95% styrene (GMA-PS) obtained by polymerizing styrene and glycidyl methacrylate at 80° C. for 6 hours using ethyl benzene as solvent and benzoyl peroxide as an initiator wa used. Starting materials: C(CCC)C1=NC2=C(N1CC1=CC=C(C=C1)N(C(C)=O)C(C1=CC=CC=C1)C(=O)OCC)C=CC=C2 (2-n-butyl-1-[4-[(α-ethoxycarbonyl)-N-acetyl-benzylamino]benzyl]-benzimidazole), [OH-].[Na+] (sodium hydroxide). Run in C(C)O (ethanol). The product is C(CCC)C1=NC2=C(N1CC1=CC=C(C=C1)N(C(C)=O)C(C1=CC=CC=C1)C(=O)O)C=CC=C2 (2-n-Butyl-1-[4-[(α-carboxy)-N-acetyl-benzylamino]-benzyl]benzimidazole). As a reaction SMILES: [CH2:1]([C:5]1[N:9]([CH2:10][C:11]2[CH:16]=[CH:15][C:14]([N:17]([CH:21]([C:28]([O:30]CC)=[O:29])[C:22]3[CH:27]=[CH:26][CH:25]=[CH:24][CH:23]=3)[C:18](=[O:20])[CH3:19])=[CH:13][CH:12]=2)[C:8]2[CH:33]=[CH:34][CH:35]=[CH:36][C:7]=2[N:6]=1)[CH2:2][CH2:3][CH3:4].[OH-].[Na+]>C(O)C>[CH2:1]([C:5]1[N:9]([CH2:10][C:11]2[CH:12]=[CH:13][C:14]([N:17]([CH:21]([C:28]([OH:30])=[O:29])[C:22]3[CH:23]=[CH:24][CH:25]=[CH:26][CH:27]=3)[C:18](=[O:20])[CH3:19])=[CH:15][CH:16]=2)[C:8]2[CH:33]=[CH:34][CH:35]=[CH:36][C:7]=2[N:6]=1)[CH2:2][CH2:3][CH3:4] |f:1.2|. Procedure details: Prepared analogously to Example 1b from 2-n-butyl-1-[4-[(α-ethoxycarbonyl)-N-acetyl-benzylamino]benzyl]-benzimidazole and 1N sodium hydroxide solution in ethanol.